From a dataset of the Open Reaction Database (ORD), a public repository of structured organic reaction records. describe an organic reaction: reactants, conditions, products, and yield The reactants are BrB(Br)Br, ClCCl, COc1ccc(Oc2c(C)cc([N+](=O)[O-])cc2C)cc1Cc1ccc(F)cc1, O. The product is Cc1cc([N+](=O)[O-])cc(C)c1Oc1ccc(O)c(Cc2ccc(F)cc2)c1. As a reaction SMILES: [B:29]([Br:30])([Br:31])[Br:32].[CH2:34]([Cl:35])[Cl:36].[F:1][c:2]1[cH:3][cH:4][c:5]([CH2:8][c:9]2[c:10]([O:27][CH3:28])[cH:11][cH:12][c:13]([O:15][c:16]3[c:17]([CH3:26])[cH:18][c:19]([N+:23](=[O:24])[O-:25])[cH:20][c:21]3[CH3:22])[cH:14]2)[cH:6][cH:7]1.[OH2:33]>>[F:1][c:2]1[cH:3][cH:4][c:5]([CH2:8][c:9]2[c:10]([OH:27])[cH:11][cH:12][c:13]([O:15][c:16]3[c:17]([CH3:26])[cH:18][c:19]([N+:23](=[O:24])[O-:25])[cH:20][c:21]3[CH3:22])[cH:14]2)[cH:6][cH:7]1. Starting materials: ClC1=NC=C(C=C1Cl)CSC (2,3-dichloro-5-methylthiomethylpyridine), N#CN (cyanamide), S([O-])(O)=O.[Na+] (sodium bisulfite), IC1=C(C(=CC=C1)CC(=O)[O-])CC(=O)[O-] (iodobenzenediacetate). Run in O (water). Conditions: temperature 0 celsius, time 30 minute. Yields the product ClC=1C=C(C=NC1Cl)CS=NC#N ([1-(5,6-dichloropyridin-3-yl)methyl]-λ4-sulfanylidenecyanamide). Reaction SMILES: [Cl:1][C:2]1[C:7]([Cl:8])=[CH:6][C:5]([CH2:9][S:10]C)=[CH:4][N:3]=1.[N:12]#[C:13][NH2:14].IC1C=CC=C(CC([O-])=O)C=1CC([O-])=O.S(=O)(O)[O-].[Na+]>O>[Cl:8][C:7]1[CH:6]=[C:5]([CH2:9][SH:10]=[N:14][C:13]#[N:12])[CH:4]=[N:3][C:2]=1[Cl:1] |f:3.4|. Procedure details: To a stirred solution of 2,3-dichloro-5-methylthiomethylpyridine (3.5 g, 16.8 mmol) and cyanamide (1.43 g, 34 mmol) cooled in an ice-water bath was added iodobenzenediacetate (6.76 g, 21 mmol) in one portion. The resulting mixture was stirred at 0° C. for 30 min and then continued at room temperature for 1 h. A solution of sodium bisulfite (2 g) in water (50 mL) was added and the organic phase separated. The aqueous phase was extracted with dichloromethane (2×50 mL). The combined organic phase w... Reactants: C(CCC)N(C1=CC(=C(C=C1)C=CC1=CC(=C(C=O)C=C1C)C)OC)CCCC (4-[2-(4-dibutylamino-2-methoxyphenyl) vinyl]-2,5-dimethylbenzaldehyde), C(#N)C=1C(OC(C1C)(C)C)=C(C#N)C#N (2-(3-cyano-4,5,5-trimethyl-2(5H)-furanylidene) propanedinitrile), C(C)(=O)[O-].[NH4+] (ammonium acetate). Solvent: C(C)O (ethanol), O1CCCC1 (tetrahydrofuran). Run at temperature 70 celsius, time 4 hour. Yields the product C(CCC)N(C1=CC(=C(C=C1)C=CC1=CC(=C(C=C1C)C=CC1=C(C(OC1(C)C)=C(C#N)C#N)C#N)C)OC)CCCC (2-[4-[2-[4-[2-(4-dibutylamino-2-methoxyphenyl) vinyl]-2,5-dimethylphenyl]vinyl]-3-cyano-5,5-dimethyl-2(5H)-furanylidene]propanedinitrile). Isolated yield 55.7%. RXN SMILES: [CH2:1]([N:5]([CH2:26][CH2:27][CH2:28][CH3:29])[C:6]1[CH:11]=[CH:10][C:9]([CH:12]=[CH:13][C:14]2[C:21]([CH3:22])=[CH:20][C:17]([CH:18]=O)=[C:16]([CH3:23])[CH:15]=2)=[C:8]([O:24][CH3:25])[CH:7]=1)[CH2:2][CH2:3][CH3:4].[C:30]([C:32]1[C:33](=[C:40]([C:43]#[N:44])[C:41]#[N:42])[O:34][C:35]([CH3:39])([CH3:38])[C:36]=1[CH3:37])#[N:31].C([O-])(=O)C.[NH4+]>C(O)C.O1CCCC1>[CH2:26]([N:5]([CH2:1][CH2:2][CH2:3][CH3:4])[C:6]1[CH:11]=[CH:10][C:9]([CH:12]=[CH:13][C:14]2[C:21]([CH3:22])=[CH:20][C:17]([CH:18]=[CH:37][C:36]3[C:35]([CH3:38])([CH3:39])[O:34][C:33](=[C:40]([C:41]#[N:42])[C:43]#[N:44])[C:32]=3[C:30]#[N:31])=[C:16]([CH3:23])[CH:15]=2)=[C:8]([O:24][CH3:25])[CH:7]=1)[CH2:27][CH2:28][CH3:29] |f:2.3|. Procedure: In 6 ml of ethanol and 2 ml of tetrahydrofuran were dissolved 250 mg (0.64 mmol) of 4-[2-(4-dibutylamino-2-methoxyphenyl) vinyl]-2,5-dimethylbenzaldehyde and 140 mg (0.70 mmol) of 2-(3-cyano-4,5,5-trimethyl-2(5H)-furanylidene) propanedinitrile. To this mixture was added 49 mg of ammonium acetate, and the mixture was stirred at 70° C. for 4 hours. The solvent was evaporated off, and the residue was purified by silica gel column chromatography and washed with ethanol to give 205 mg of a black powd... The reactants are ClS(=O)(=O)C1=CC=C(S1)C1=CC=C(C=C1)OC (5-chlorosulfonyl-2-(4-methoxyphenyl)thiophene), NC1=C(C(=NO1)C)Br (5-amino-4-bromo-3-methylisoxazole). Yields the product BrC=1C(=NOC1NS(=O)(=O)C=1SC(=CC1)C1=CC=C(C=C1)OC)C (N-(4-bromo-3-methyl-5-isoxazolyl)-5-(4-methoxyphenyl)thiophene-2-sulfonamide). RXN SMILES: Cl[S:2]([C:5]1[S:9][C:8]([C:10]2[CH:15]=[CH:14][C:13]([O:16][CH3:17])=[CH:12][CH:11]=2)=[CH:7][CH:6]=1)(=[O:4])=[O:3].[NH2:18][C:19]1[O:23][N:22]=[C:21]([CH3:24])[C:20]=1[Br:25]>>[Br:25][C:20]1[C:21]([CH3:24])=[N:22][O:23][C:19]=1[NH:18][S:2]([C:5]1[S:9][C:8]([C:10]2[CH:15]=[CH:14][C:13]([O:16][CH3:17])=[CH:12][CH:11]=2)=[CH:7][CH:6]=1)(=[O:4])=[O:3]. Procedure details: N-(4-bromo-3-methyl-5-isoxazolyl)-5-(4-methoxyphenyl)thiophene-2-sulfonamide was prepared in the same manner as described in Example 1. Reaction of 5-chlorosulfonyl-2-(4-methoxyphenyl)thiophene with 5-amino-4-bromo-3-methylisoxazole gave N-(4-bromo-3-methyl-5-isoxazolyl)-5-(4-methoxyphenyl)thiophene-2-sulfonamide in 50% yield, m.p. 128°-130° C. Starting materials: resultant solution, Cl (hydrochloric acid), N1C=NC(=C1)C=1C=NC=CC1 (3-(1H-Imidazol-4-yl)pyridine), [H-].[Na+] (sodium hydride), ICC (Iodoethane). Solvent: O (water), C1CCOC1 (THF). Run at time 20 minute. Product: C(C)N1C=NC(=C1)C=1C=NC=CC1 (3-(1-Ethyl-1H-imidazol-4-yl)pyridine). Yield: 78.5%. Reaction SMILES: [NH:1]1[CH:5]=[C:4]([C:6]2[CH:7]=[N:8][CH:9]=[CH:10][CH:11]=2)[N:3]=[CH:2]1.[H-].[Na+].I[CH2:15][CH3:16].Cl>C1COCC1.O>[CH2:15]([N:1]1[CH:5]=[C:4]([C:6]2[CH:7]=[N:8][CH:9]=[CH:10][CH:11]=2)[N:3]=[CH:2]1)[CH3:16] |f:1.2|. Procedure: To a solution of 34 (36 mg, 0.25 mmol) in THF (5 mL) under argon was added sodium hydride (12 mg, 0.29 mmol) in one portion and the resultant slurry was stirred for 20 min. Iodoethane (26 μL, 0.32 mmol) was added and the resultant solution was stirred for 10 min. The reaction was stopped by the careful addition of aqueous hydrochloric acid (1 N, 2 mL), diluted with 13 mL of water and washed with ethyl acetate (3×15 ml). Dichloromethane was added (25 mL) and the aqueous was adjusted to pH 9 with ...